From a dataset of the Open Reaction Database (ORD), a public repository of structured organic reaction records. describe an organic reaction: reactants, conditions, products, and yield Product: CCCCN1C(=O)C(Nc2cc(C)n(-c3ccccc3)n2)=C(c2ccccc2)S1(=O)=O. Reaction SMILES: [CH2:1]([CH2:2][CH2:3][CH3:4])[N:5]1[S:6](=[O:18])(=[O:19])[C:7]([c:12]2[cH:13][cH:14][cH:15][cH:16][cH:17]2)=[C:8]([Cl:11])[C:9]1=[O:10].[CH3:20][c:21]1[cH:22][c:23]([NH2:32])[n:24][n:25]1-[c:26]1[cH:27][cH:28][cH:29][cH:30][cH:31]1.[O:33]=[CH:34][N:35]([CH3:36])[CH3:37]>>[CH2:1]([CH2:2][CH2:3][CH3:4])[N:5]1[S:6](=[O:18])(=[O:19])[C:7]([c:12]2[cH:13][cH:14][cH:15][cH:16][cH:17]2)=[C:8]([NH:32][c:23]2[cH:22][c:21]([CH3:20])[n:25](-[c:26]3[cH:27][cH:28][cH:29][cH:30][cH:31]3)[n:24]2)[C:9]1=[O:10]. Starting materials: CCCCN1C(=O)C(Cl)=C(c2ccccc2)S1(=O)=O, Cc1cc(N)nn1-c1ccccc1, CN(C)C=O.